From a dataset of the Open Reaction Database (ORD), a public repository of structured organic reaction records. describe an organic reaction: reactants, conditions, products, and yield The product is CN(C)c1ccc(C(O)C#Cc2ccncc2)cc1. Reactants: Brc1ccncc1, CCNCC, C#CC(O)c1ccc(N(C)C)cc1, Cl, [Cu]I. As a reaction SMILES: [Br:2][c:3]1[cH:4][cH:5][n:6][cH:7][cH:8]1.[CH2:22]([NH:23][CH2:24][CH3:25])[CH3:26].[CH3:9][N:10]([c:11]1[cH:12][cH:13][c:14]([CH:17]([OH:18])[C:19]#[CH:20])[cH:15][cH:16]1)[CH3:21].[ClH:1].[Cu:27][I:28]>>[c:3]1([C:20]#[C:19][CH:17]([c:14]2[cH:13][cH:12][c:11]([N:10]([CH3:9])[CH3:21])[cH:16][cH:15]2)[OH:18])[cH:4][cH:5][n:6][cH:7][cH:8]1. As a reaction SMILES: [Cl:1][c:2]1[n:3][c:4]2[c:9]([cH:10][n:11]1)[N:8]([CH3:12])[C:7](=[O:13])[CH:6]([CH2:14][CH3:15])[N:5]2[CH:16]1[CH2:17][CH:18]([F:20])[CH2:19]1.[F:21][c:22]1[cH:23][c:24](-[c:29]2[nH:30][cH:31][cH:32][n:33]2)[cH:25][cH:26][c:27]1[F:28]>>[c:2]1(-[n:33]2[c:29](-[c:24]3[cH:23][c:22]([F:21])[c:27]([F:28])[cH:26][cH:25]3)[n:30][cH:31][cH:32]2)[n:3][c:4]2[c:9]([cH:10][n:11]1)[N:8]([CH3:12])[C:7](=[O:13])[CH:6]([CH2:14][CH3:15])[N:5]2[CH:16]1[CH2:17][CH:18]([F:20])[CH2:19]1. The product is CCC1C(=O)N(C)c2cnc(-n3ccnc3-c3ccc(F)c(F)c3)nc2N1C1CC(F)C1. Starting materials: CCC1C(=O)N(C)c2cnc(Cl)nc2N1C1CC(F)C1, Fc1ccc(-c2ncc[nH]2)cc1F. Starting materials: O=c1[nH]nc(Cl)c2cc(Br)ccc12, CCOC(C)=O, NCc1ccccc1OCCN1CCOCC1, O=C(C=Cc1ccccc1)C=Cc1ccccc1, O=C(C=Cc1ccccc1)C=Cc1ccccc1, O=C(C=Cc1ccccc1)C=Cc1ccccc1, [Pd], [Pd]. Yields the product O=c1[nH]nc(Cl)c2cc(NCc3ccccc3OCCN3CCOCC3)ccc12. As a reaction SMILES: [Br:1][c:2]1[cH:3][c:4]2[c:5]([Cl:13])[n:6][nH:7][c:8](=[O:12])[c:9]2[cH:10][cH:11]1.[CH3:31][CH2:32][O:33][C:34]([CH3:35])=[O:36].[O:14]1[CH2:15][CH2:16][N:17]([CH2:20][CH2:21][O:22][c:23]2[c:24]([CH2:25][NH2:26])[cH:27][cH:28][cH:29][cH:30]2)[CH2:18][CH2:19]1.[O:39]=[C:40]([CH:41]=[CH:42][c:43]1[cH:44][cH:45][cH:46][cH:47][cH:48]1)[CH:49]=[CH:50][c:51]1[cH:52][cH:53][cH:54][cH:55][cH:56]1.[O:57]=[C:58]([CH:59]=[CH:60][c:61]1[cH:62][cH:63][cH:64][cH:65][cH:66]1)[CH:67]=[CH:68][c:69]1[cH:70][cH:71][cH:72][cH:73][cH:74]1.[O:75]=[C:76]([CH:77]=[CH:78][c:79]1[cH:80][cH:81][cH:82][cH:83][cH:84]1)[CH:85]=[CH:86][c:87]1[cH:88][cH:89][cH:90][cH:91][cH:92]1.[Pd:37].[Pd:38]>>[c:2]1([NH:26][CH2:25][c:24]2[c:23]([O:22][CH2:21][CH2:20][N:17]3[CH2:16][CH2:15][O:14][CH2:19][CH2:18]3)[cH:30][cH:29][cH:28][cH:27]2)[cH:3][c:4]2[c:5]([Cl:13])[n:6][nH:7][c:8](=[O:12])[c:9]2[cH:10][cH:11]1.